Dataset: the Open Reaction Database (ORD), a public repository of structured organic reaction records. Task: describe an organic reaction: reactants, conditions, products, and yield Reactants: CC(Oc1cc(-n2cnc3cnc(COS(C)(=O)=O)cc32)sc1C(N)=O)c1ccccc1C(F)(F)F, ClCCl, O=C(CN1CCNCC1)N1CCOCC1. Product: CC(Oc1cc(-n2cnc3cnc(CN4CCN(CC(=O)N5CCOCC5)CC4)cc32)sc1C(N)=O)c1ccccc1C(F)(F)F. Reaction SMILES: [CH3:1][S:2]([O:3][CH2:6][c:7]1[cH:8][c:9]2[c:10]([cH:11][n:12]1)[n:13][cH:14][n:15]2-[c:16]1[s:17][c:18]([C:34]([NH2:35])=[O:36])[c:19]([O:21][CH:22]([CH3:23])[c:24]2[c:25]([C:30]([F:31])([F:32])[F:33])[cH:26][cH:27][cH:28][cH:29]2)[cH:20]1)(=[O:4])=[O:5].[Cl:52][CH2:53][Cl:54].[N:37]1([CH2:43][C:44](=[O:45])[N:46]2[CH2:47][CH2:48][O:49][CH2:50][CH2:51]2)[CH2:38][CH2:39][NH:40][CH2:41][CH2:42]1>>[CH2:6]([c:7]1[cH:8][c:9]2[c:10]([cH:11][n:12]1)[n:13][cH:14][n:15]2-[c:16]1[s:17][c:18]([C:34]([NH2:35])=[O:36])[c:19]([O:21][CH:22]([CH3:23])[c:24]2[c:25]([C:30]([F:31])([F:32])[F:33])[cH:26][cH:27][cH:28][cH:29]2)[cH:20]1)[N:40]1[CH2:39][CH2:38][N:37]([CH2:43][C:44](=[O:45])[N:46]2[CH2:47][CH2:48][O:49][CH2:50][CH2:51]2)[CH2:42][CH2:41]1. Starting materials: [H-].[Al+3].[Li+].[H-].[H-].[H-] (lithium aluminum hydride), C(CCC)NC(CCCCCCCSC=1NC(=C(N1)C1=CC=CC=C1)C1=CC=CC=C1)=O (N-butyl-8-(4,5-diphenyl-1H-imidazol-2-ylthio)octanamide). Run in O1CCCC1 (tetrahydrofuran), O1CCCC1 (tetrahydrofuran). Reaction conditions: temperature 0 celsius, time 30 minute. The product is C(CCC)NCCCCCCCCSC=1NC(=C(N1)C1=CC=CC=C1)C1=CC=CC=C1 (N-butyl-8-(4,5-diphenyl-1H-imidazol-2-ylthio)octanamine). The yield is 37.0%. As a reaction SMILES: [H-].[Al+3].[Li+].[H-].[H-].[H-].[CH2:7]([NH:11][C:12](=O)[CH2:13][CH2:14][CH2:15][CH2:16][CH2:17][CH2:18][CH2:19][S:20][C:21]1[NH:22][C:23]([C:32]2[CH:37]=[CH:36][CH:35]=[CH:34][CH:33]=2)=[C:24]([C:26]2[CH:31]=[CH:30][CH:29]=[CH:28][CH:27]=2)[N:25]=1)[CH2:8][CH2:9][CH3:10]>O1CCCC1>[CH2:7]([NH:11][CH2:12][CH2:13][CH2:14][CH2:15][CH2:16][CH2:17][CH2:18][CH2:19][S:20][C:21]1[NH:25][C:24]([C:26]2[CH:27]=[CH:28][CH:29]=[CH:30][CH:31]=2)=[C:23]([C:32]2[CH:37]=[CH:36][CH:35]=[CH:34][CH:33]=2)[N:22]=1)[CH2:8][CH2:9][CH3:10] |f:0.1.2.3.4.5|. Reported procedure: Part B. To a solution of lithium aluminum hydride (0.46 g, 0.012 mol) in dry tetrahydrofuran (15 mL) was added, dropwise, a solution of N-butyl-8-(4,5-diphenyl-1H-imidazol-2-ylthio)octanamide (1.20 g, 0.0027 mol) in tetrahydrofuran (8 mL) and the reaction mixture was stirred at reflux for 18 hours. The reaction mixture was cooled to 0° C. and quenched by the slow and careful sequential addition of water (0.46 mL), 15% sodium hydroxide (1.38 mL), and water (1.38 mL) and then the reaction mixture ... Reactants: Cc1ccc(OC(C)C)cn1, CCOC(C)=O, ClCCl, O=C(OO)c1cccc(Cl)c1. The product is Cc1ccc(OC(C)C)c[n+]1[O-]. As a reaction SMILES: [CH3:1][CH:2]([CH3:3])[O:4][c:5]1[cH:6][cH:7][c:8]([CH3:11])[n:9][cH:10]1.[CH3:23][CH2:24][O:25][C:26](=[O:27])[CH3:28].[Cl:29][CH2:30][Cl:31].[OH:12][O:13][C:14]([c:15]1[cH:16][c:17]([Cl:18])[cH:19][cH:20][cH:21]1)=[O:22]>>[CH3:1][CH:2]([CH3:3])[O:4][c:5]1[cH:6][cH:7][c:8]([CH3:11])[n+:9]([O-:12])[cH:10]1. Reactants: Cc1ccc(NC(=O)C(CCCO[Si](C)(C)C(C)(C)C)Oc2ncnc3c2cnn3-c2ncccc2Cl)nc1, C1CCOC1, CCCC[N+](CCCC)(CCCC)CCCC, [F-]. The product is Cc1ccc(NC(=O)C(CCCO)Oc2ncnc3c2cnn3-c2ncccc2Cl)nc1. RXN SMILES: [C:19]([Si:20]([CH3:21])([CH3:22])[O:24][CH2:25][CH2:26][CH2:27][CH:28]([C:29](=[O:30])[NH:31][c:32]1[n:33][cH:34][c:35]([CH3:38])[cH:36][cH:37]1)[O:39][c:40]1[c:41]2[c:42]([n:43][cH:44][n:45]1)[n:46](-[c:49]1[n:50][cH:51][cH:52][cH:53][c:54]1[Cl:55])[n:47][cH:48]2)([CH3:23])([CH3:56])[CH3:57].[CH2:58]1[O:59][CH2:60][CH2:61][CH2:62]1.[CH3:2][CH2:3][CH2:4][CH2:5][N+:6]([CH2:7][CH2:8][CH2:9][CH3:10])([CH2:11][CH2:12][CH2:13][CH3:14])[CH2:15][CH2:16][CH2:17][CH3:18].[F-:1]>>[OH:24][CH2:25][CH2:26][CH2:27][CH:28]([C:29](=[O:30])[NH:31][c:32]1[n:33][cH:34][c:35]([CH3:38])[cH:36][cH:37]1)[O:39][c:40]1[c:41]2[c:42]([n:43][cH:44][n:45]1)[n:46](-[c:49]1[n:50][cH:51][cH:52][cH:53][c:54]1[Cl:55])[n:47][cH:48]2. Yields the product C1(CCCCC1)=NC1C=CCCC1 (N-cyclohexylidene-2-cyclohexenylamine). As a reaction SMILES: [CH:1]1([NH2:7])[CH2:6][CH2:5][CH2:4][CH:3]=[CH:2]1.[C:8]1(=O)[CH2:13][CH2:12][CH2:11][CH2:10][CH2:9]1.C1C=CC=CC=1>[Cl-].[Zn+2].[Cl-].O>[C:1]1(=[N:7][CH:13]2[CH2:12][CH2:11][CH2:10][CH:9]=[CH:8]2)[CH2:6][CH2:5][CH2:4][CH2:3][CH2:2]1 |f:3.4.5|. Isolated yield 69.9%. Reagents/catalysts: [Cl-].[Zn+2].[Cl-] (zinc chloride). Starting materials: C1(C=CCCC1)N (2-cyclohexenylamine), C1(CCCCC1)=O (cyclohexanone), C1=CC=CC=C1 (benzene). Reported procedure: A mixture of 2-cyclohexenylamine (9.7 g, 0.1 mole), cyclohexanone (9.8 g, 0.1 mole), zinc chloride (0.16 g) and benzene (50 ml) was heated under reflux, and resulting water removed by azeotropic distillation. The mixture was concentrated and distilled to obtain 12.4 g of N-cyclohexylidene-2-cyclohexenylamine [Compound (344)]. The solvent is O (water). Reactants: N#CCCCOc1ccc(CC(=O)O)cc1, Oc1ccc(Cl)c(O)c1. The product is N#CCCCOc1ccc(CC(=O)c2cc(Cl)c(O)cc2O)cc1. As a reaction SMILES: [C:1](#[N:2])[CH2:3][CH2:4][CH2:5][O:6][c:7]1[cH:8][cH:9][c:10]([CH2:13][C:14](=[O:15])[OH:16])[cH:11][cH:12]1.[Cl:17][c:18]1[c:19]([OH:25])[cH:20][c:21]([OH:22])[cH:23][cH:24]1>>[C:1](#[N:2])[CH2:3][CH2:4][CH2:5][O:6][c:7]1[cH:8][cH:9][c:10]([CH2:13][C:14](=[O:16])[c:23]2[c:21]([OH:22])[cH:20][c:19]([OH:25])[c:18]([Cl:17])[cH:24]2)[cH:11][cH:12]1. Starting materials: NC1=C(C(=NN1C(CC)CCCCCC)CC)C(=O)N (5-amino-3-ethyl-1-(3-nonyl)-1H-pyrazole-4-carboxamide), ClC=1C=C(C=CC1OC)CC(=O)OC (methyl 3-chloro-4-methoxyphenylacetate), [O-]CC.[Na+] (sodium ethoxide), C(O)([O-])=O.[Na+] (sodium hydrogen carbonate). The solvent is ClCCl (dichloromethane). Product: ClC=1C=C(CC=2NC(C3=C(N2)N(N=C3CC)C(CC)CCCCCC)=O)C=CC1OC (6-(3-chloro-4-methoxy-benzyl)-1-(3-nonyl)-3-ethyl-1,5-dihydro-pyrazolo[3,4-d]pyrimidin-4-one). Isolated yield 27.7%. Reaction SMILES: [NH2:1][C:2]1[N:6]([CH:7]([CH2:10][CH2:11][CH2:12][CH2:13][CH2:14][CH3:15])[CH2:8][CH3:9])[N:5]=[C:4]([CH2:16][CH3:17])[C:3]=1[C:18]([NH2:20])=[O:19].[Cl:21][C:22]1[CH:23]=[C:24]([CH2:30][C:31](OC)=O)[CH:25]=[CH:26][C:27]=1[O:28][CH3:29].[O-]CC.[Na+].C(=O)([O-])O.[Na+]>ClCCl>[Cl:21][C:22]1[CH:23]=[C:24]([CH:25]=[CH:26][C:27]=1[O:28][CH3:29])[CH2:30][C:31]1[NH:20][C:18](=[O:19])[C:3]2[C:4]([CH2:16][CH3:17])=[N:5][N:6]([CH:7]([CH2:10][CH2:11][CH2:12][CH2:13][CH2:14][CH3:15])[CH2:8][CH3:9])[C:2]=2[N:1]=1 |f:2.3,4.5|. Reported procedure: 18 mg (0.065 mmol) of 5-amino-3-ethyl-1-(3-nonyl)-1H-pyrazole-4-carboxamide and 69 mg (0.323 mmol) of methyl 3-chloro-4-methoxyphenylacetate are refluxed for 6 hours in 0.5 ml of a 0.5M ethanolic sodium ethoxide solution. After dichloromethane and saturated aqueous sodium hydrogen carbonate solution have been added, the phases are separated. Purification by chromatography gives 8 mg (28%) of a solid, Rf=0.75 (dichloromethane/methanol=15:1). The reactants are COC(=O)C(=O)c1ccc(OCC=Cc2ccc3ccccc3c2)cc1, CO, CC(C)=O, [Na+], [OH-]. Product: O=C(O)C(=O)c1ccc(OCC=Cc2ccc3ccccc3c2)cc1. RXN SMILES: [CH3:1][O:2][C:3]([C:4]([c:5]1[cH:6][cH:7][c:8]([O:11][CH2:12][CH:13]=[CH:14][c:15]2[cH:16][c:17]3[cH:18][cH:19][cH:20][cH:21][c:22]3[cH:23][cH:24]2)[cH:9][cH:10]1)=[O:25])=[O:26].[CH3:29][OH:30].[CH3:31][C:32](=[O:33])[CH3:34].[Na+:28].[OH-:27]>>[O:2]=[C:3]([C:4]([c:5]1[cH:6][cH:7][c:8]([O:11][CH2:12][CH:13]=[CH:14][c:15]2[cH:16][c:17]3[cH:18][cH:19][cH:20][cH:21][c:22]3[cH:23][cH:24]2)[cH:9][cH:10]1)=[O:25])[OH:26]. The reactants are NCCOCC=1NC(=C(C(C1C(=O)OCC)C1=C(C(=CC=C1)Cl)Cl)C(=O)OC)C (2-(2-aminoethoxymethyl)-4-(2,3-dichlorophenyl)-3-ethoxycarbonyl-5-methoxycarbonyl-6-methyl-1,4-dihydropyridine), C(C)OC(=O)N=C=S (ethoxycarbonylisothiocyanate). Solvent: C(Cl)(Cl)Cl (chloroform), C(Cl)(Cl)Cl (chloroform). Conditions: time 18 hour. The product is ClC1=C(C=CC=C1Cl)C1C(=C(NC(=C1C(=O)OC)C)COCCNC(=S)NC(=O)OCC)C(=O)OCC (4-(2,3-Dichlorophenyl)-3-ethoxycarbonyl-2-[2-(3-ethoxycarbonylthioureido)ethoxymethyl]-5-methoxycarbonyl-6-methyl-1,4-dihydropyridine). As a reaction SMILES: [NH2:1][CH2:2][CH2:3][O:4][CH2:5][C:6]1[NH:7][C:8]([CH3:29])=[C:9]([C:25]([O:27][CH3:28])=[O:26])[CH:10]([C:17]2[CH:22]=[CH:21][CH:20]=[C:19]([Cl:23])[C:18]=2[Cl:24])[C:11]=1[C:12]([O:14][CH2:15][CH3:16])=[O:13].[CH2:30]([O:32][C:33]([N:35]=[C:36]=[S:37])=[O:34])[CH3:31]>C(Cl)(Cl)Cl>[Cl:24][C:18]1[C:19]([Cl:23])=[CH:20][CH:21]=[CH:22][C:17]=1[CH:10]1[C:9]([C:25]([O:27][CH3:28])=[O:26])=[C:8]([CH3:29])[NH:7][C:6]([CH2:5][O:4][CH2:3][CH2:2][NH:1][C:36]([NH:35][C:33]([O:32][CH2:30][CH3:31])=[O:34])=[S:37])=[C:11]1[C:12]([O:14][CH2:15][CH3:16])=[O:13]. Reported procedure: To a suspension of 2-(2-aminoethoxymethyl)-4-(2,3-dichlorophenyl)-3-ethoxycarbonyl-5-methoxycarbonyl-6-methyl-1,4-dihydropyridine (4.43 g) in dry chloroform (50 ml) was added, dropwise, a solution of ethoxycarbonylisothiocyanate (1.31 g) in dry chloroform (25 ml). The reaction was stirred for 18 hours at room temperature before evaporating the solvent and triturating the residue with ether to afford a solid which was recrystallised from diisopropyl ether to give the title compound, yield 2.6 g, ...